From a dataset of the Open Reaction Database (ORD), a public repository of structured organic reaction records. describe an organic reaction: reactants, conditions, products, and yield Reactants: C(CCC)NC([C@@H](C[C@@H]([C@H](CC(CC(=O)N1CC(CC2=CC=CC=C12)C(=O)OC(C)(C)C)(C)C)NC(=O)OC(C)(C)C)O)C)=O (5(S)-tert-butoxycarbonylamino-4(S)-hydroxy-2(R),7,7-trimethyl-8-[3(R,S)-tert-butoxycarbonyl-1,2,3,4-tetrahydroquinolin-1-ylcarbonyl]-octanoic acid (N-butyl)amide). The solvent is Cl (hydrochloric acid), O1CCOCC1 (dioxane), O1CCOCC1 (dioxane). Run at temperature 20 celsius, time 30 minute. The product is C(CCC)NC([C@@H](C[C@@H]([C@H](CC(CC(=O)N1CC(CC2=CC=CC=C12)C(=O)OC(C)(C)C)(C)C)N)O)C)=O (5(S)-Amino-4(S)-hydroxy-2(R),7,7-trimethyl-8-[3-(R,S)-tert-butoxycarbonyl-1,2,3,4-tetrahydroquinolin-1-ylcarbonyl]-octanoic acid N(-butyl)amide). As a reaction SMILES: [CH2:1]([NH:5][C:6](=[O:45])[C@H:7]([CH3:44])[CH2:8][C@H:9]([OH:43])[C@@H:10]([NH:35]C(OC(C)(C)C)=O)[CH2:11][C:12]([CH3:34])([CH3:33])[CH2:13][C:14]([N:16]1[C:25]2[C:20](=[CH:21][CH:22]=[CH:23][CH:24]=2)[CH2:19][CH:18]([C:26]([O:28][C:29]([CH3:32])([CH3:31])[CH3:30])=[O:27])[CH2:17]1)=[O:15])[CH2:2][CH2:3][CH3:4]>Cl.O1CCOCC1>[CH2:1]([NH:5][C:6](=[O:45])[C@H:7]([CH3:44])[CH2:8][C@H:9]([OH:43])[C@@H:10]([NH2:35])[CH2:11][C:12]([CH3:34])([CH3:33])[CH2:13][C:14]([N:16]1[C:25]2[C:20](=[CH:21][CH:22]=[CH:23][CH:24]=2)[CH2:19][CH:18]([C:26]([O:28][C:29]([CH3:31])([CH3:30])[CH3:32])=[O:27])[CH2:17]1)=[O:15])[CH2:2][CH2:3][CH3:4]. Reported procedure: 28 mg of 5(S)-tert-butoxycarbonylamino-4(S)-hydroxy-2(R),7,7-trimethyl-8-[3(R,S)-tert-butoxycarbonyl-1,2,3,4-tetrahydroquinolin-1-ylcarbonyl]-octanoic acid (N-butyl)amide are dissolved in 2 ml of 4N hydrochloric acid in dioxane and the solution is stirred at 20° C. for 30 min. The reaction mixture is diluted with dioxane and lyophilized. The crude product is purified by means of FC (5 g of silica gel, mobile phases N and O). This gives the title compound as a diastereomer mixture: Rf (O)=0.32; R... The reactants are C(C(=O)Cl)(=O)Cl (oxalyl chloride), C(C)(C)(C)C=1C=CC=C2C(CCSC12)(C)C (8-tert-butyl-4,4-dimethyl-thiochromane), O1CC(CC1)C(=O)Cl ((+/-) tetrahydro-3-furoic acid chloride), [Sn](Cl)(Cl)(Cl)Cl (tin tetrachloride), O1CC(CC1)C(=O)O ((+/-) tetrahydro-3-furoic acid). Run in C1=CC=CC=C1 (benzene), CCOCC (ether), C1=CC=CC=C1 (benzene). Conditions: temperature 0 celsius, time 1 hour. Product: O=S1(CCCC2=CC=CC=C12)CC1COCC1 (1-oxo-1-(3-tetrahydrofuryl)methylthiochromane). As a reaction SMILES: C([C:5]1[CH:6]=[CH:7][CH:8]=[C:9]2[C:14]=1[S:13][CH2:12][CH2:11][C:10]2(C)C)(C)(C)C.[O:17]1[CH2:21][CH2:20][CH:19]([C:22](Cl)=O)[CH2:18]1.[O:25]1CCC(C(O)=O)C1.C(Cl)(=O)C(Cl)=O.[Sn](Cl)(Cl)(Cl)Cl>C1C=CC=CC=1.CCOCC>[O:25]=[SH:13]1([CH2:22][CH:19]2[CH2:20][CH2:21][O:17][CH2:18]2)[C:14]2[C:9](=[CH:8][CH:7]=[CH:6][CH:5]=2)[CH2:10][CH2:11][CH2:12]1. Reported procedure: To 600 mg (2.56 mmol) of 8-tert-butyl-4,4-dimethyl-thiochromane and 0.38 g (2.84 mmol) of (+/-) tetrahydro-3-furoic acid chloride [which is prepared by reacting 1.5 g (12.9 mmol) (+/-) tetrahydro-3-furoic acid with 1.38 mL (15.5 mmol) oxalyl chloride in 40 mL benzene at 50° C. for 1 hour followed by concentration of the volatiles under reduced pressure] in 10 mL benzene at 0° C. is added 0.32 mL (2.73 mmol) tin tetrachloride. The reaction is allowed to stir 1 hour at 0° C. and is then diluted wi...